This data is from the Open Reaction Database (ORD), a public repository of structured organic reaction records. The task is: describe an organic reaction: reactants, conditions, products, and yield Procedure: To a solution of 3-carbamoyl-3-phenylamino-piperidine-1-carboxylic acid tert-butyl ester (300 mg, 0.94 mmol) in toluene (10 ml) was added triethyl orthoformate (0.47 ml, 2.8 mmol) and acetic acid (0.5 ml, 8.7 mmol). The mixture was heated at reflux overnight. The reaction mixture was cooled and washed with a saturated solution of sodium bicarbonate (25 ml). The organics were separated and the aqueous extracted with EtOAc (10 ml). The organics portions were combined, dried (MgSO4) and concentrate... The product is C(C)(C)(C)OC(=O)N1CC2(C(N=CN2C2=CC=CC=C2)=O)CCC1 (4-Oxo-1-phenyl-1,3,7-triaza-spiro[4.5]dec-2-ene-7-carboxylic acid tert-butyl ester). The solvent is C1(=CC=CC=C1)C (toluene). Reaction SMILES: [C:1]([O:5][C:6]([N:8]1[CH2:13][CH2:12][CH2:11][C:10]([C:21](=[O:23])[NH2:22])([NH:14][C:15]2[CH:20]=[CH:19][CH:18]=[CH:17][CH:16]=2)[CH2:9]1)=[O:7])([CH3:4])([CH3:3])[CH3:2].[CH:24](OCC)(OCC)OCC.C(O)(=O)C>C1(C)C=CC=CC=1>[C:1]([O:5][C:6]([N:8]1[CH2:13][CH2:12][CH2:11][C:10]2([N:14]([C:15]3[CH:16]=[CH:17][CH:18]=[CH:19][CH:20]=3)[CH:24]=[N:22][C:21]2=[O:23])[CH2:9]1)=[O:7])([CH3:4])([CH3:2])[CH3:3]. The reactants are C(C)(C)(C)OC(=O)N1CC(CCC1)(NC1=CC=CC=C1)C(N)=O (3-carbamoyl-3-phenylamino-piperidine-1-carboxylic acid tert-butyl ester), C(OCC)(OCC)OCC (triethyl orthoformate), C(C)(=O)O (acetic acid).